The task is: describe an organic reaction: reactants, conditions, products, and yield. This data is from the Open Reaction Database (ORD), a public repository of structured organic reaction records. Starting materials: C([O-])([O-])=O.[Na+].[Na+] (sodium carbonate), O (water), NC(C=C)CC1=CC=CC=C1 ((RS)-3-Amino-4-phenyl-1-butene). Solvent: O1CCCC1 (tetrahydrofuran). Reaction conditions: time 1 hour. The product is C1(C=2C(C(N1C(C=C)CC1=CC=CC=C1)=O)=CC=CC2)=O ((RS)-3-Phthalimido-4-phenyl-1-butene). Reaction SMILES: [NH2:1][CH:2]([CH2:5][C:6]1[CH:11]=[CH:10][CH:9]=[CH:8][CH:7]=1)[CH:3]=[CH2:4].[C:12](=[O:15])([O-])[O-].[Na+].[Na+].[OH2:18]>O1CCCC1>[C:12]1(=[O:15])[N:1]([CH:2]([CH2:5][C:6]2[CH:11]=[CH:10][CH:9]=[CH:8][CH:7]=2)[CH:3]=[CH2:4])[C:5](=[O:18])[C:6]2=[CH:11][CH:10]=[CH:9][CH:8]=[C:7]12 |f:1.2.3|. Procedure details: (RS)-3-Amino-4-phenyl-1-butene (1.2 g, 8.0 mmol) was dissolved in tetrahydrofuran (20 ml). To the solution, a solution of N-carbethoxyphthalimido (2.2 g, 10.0 mmol) in water (20 ml) and anhydrous sodium carbonate (1.06 g, 10.0 mmol) was added and stirred at room temperature for 1 hour. The reaction mixture was concentrated under reduced pressure to remove tetrahydrofuran, followed by extraction with ethyl acetate. Starting materials: ClC=1C(=NC(=C(C1NC1=CC=C(C=C1)NC(C)=O)Cl)N1C[C@@H](C[C@@H](C1)NC(=O)OC(C)(C)C)NC(=O)OC(C)(C)C)N1C[C@@H](C[C@@H](C1)NC(=O)OC(C)(C)C)NC(=O)OC(C)(C)C (N-[4-(3,5-dichloro-2,6-bis-((3R,5S)-3,5-bis-(tert-Butoxycarbonylamino)-piperidin-1-yl)-pyridin-4-ylamino)-phenyl]-acetamide), NN (Hydrazine). Solvent: CO (MeOH), CN1CCCC1=O (NMP), CCOC(=O)C (EtOAc). Run at temperature 80 celsius, time 5 day. Product: ClC=1C(=NC(=C(C1NC1=CC=C(C=C1)N)Cl)N1C[C@@H](C[C@@H](C1)NC(=O)OC(C)(C)C)NC(=O)OC(C)(C)C)N1C[C@@H](C[C@@H](C1)NC(=O)OC(C)(C)C)NC(=O)OC(C)(C)C (N-(3,5-dichloro-2,6-bis-((3R,5S)-3,5-bis-(tert-Butoxycarbonylamino)-piperidin-1-yl)-pyridin-4-yl)-benzene-1,4-diamine). Isolated yield 89.8%. RXN SMILES: [Cl:1][C:2]1[C:3]([N:42]2[CH2:47][C@@H:46]([NH:48][C:49]([O:51][C:52]([CH3:55])([CH3:54])[CH3:53])=[O:50])[CH2:45][C@@H:44]([NH:56][C:57]([O:59][C:60]([CH3:63])([CH3:62])[CH3:61])=[O:58])[CH2:43]2)=[N:4][C:5]([N:20]2[CH2:25][C@@H:24]([NH:26][C:27]([O:29][C:30]([CH3:33])([CH3:32])[CH3:31])=[O:28])[CH2:23][C@@H:22]([NH:34][C:35]([O:37][C:38]([CH3:41])([CH3:40])[CH3:39])=[O:36])[CH2:21]2)=[C:6]([Cl:19])[C:7]=1[NH:8][C:9]1[CH:14]=[CH:13][C:12]([NH:15]C(=O)C)=[CH:11][CH:10]=1.NN>CO.CN1C(=O)CCC1.CCOC(C)=O>[Cl:1][C:2]1[C:3]([N:42]2[CH2:47][C@@H:46]([NH:48][C:49]([O:51][C:52]([CH3:55])([CH3:54])[CH3:53])=[O:50])[CH2:45][C@@H:44]([NH:56][C:57]([O:59][C:60]([CH3:63])([CH3:62])[CH3:61])=[O:58])[CH2:43]2)=[N:4][C:5]([N:20]2[CH2:25][C@@H:24]([NH:26][C:27]([O:29][C:30]([CH3:33])([CH3:32])[CH3:31])=[O:28])[CH2:23][C@@H:22]([NH:34][C:35]([O:37][C:38]([CH3:41])([CH3:40])[CH3:39])=[O:36])[CH2:21]2)=[C:6]([Cl:19])[C:7]=1[NH:8][C:9]1[CH:14]=[CH:13][C:12]([NH2:15])=[CH:11][CH:10]=1. Procedure details: N-[4-(3,5-dichloro-2,6-bis-((3R,5S)-3,5-bis-(tert-butoxycarbonylamino)-piperidin-1-yl)-pyridin-4-ylamino)-phenyl]-acetamide (139) (0.849 g, 0.92 mmol) was dissolved in MeOH (5 mL) and NMP (10 mL). Hydrazine (10 mL) was added and the mixture was heated at 80° C. with shaking in a 40 mL I-Chem vial for 5 days. LC-MS at this point indicated nearly complete deprotection. The mixture was diluted with EtOAc (50 mL), washed with water (4×25 mL) and brine (25 mL) via extraction, dried over MgSO4 and con... The reactants are Cl.C(C)(C)NCC(=O)C1=CC(=C(C=C1)O)O (3,4-dihydroxyphenyl isopropylaminomethyl ketone hydrochloride), CC1(CC(C1)C(=O)Cl)C (3,3-dimethylcyclobutanecarbonyl chloride). The product is C(C)(C)NCC(=O)C1=CC(=C(C=C1)OC(=O)C1CC(C1)(C)C)O (3-hydroxy-4-(3,3-dimethylcyclobutanecarbonyloxy)phenyl isopropylaminomethyl ketone). RXN SMILES: Cl.[CH:2]([NH:5][CH2:6][C:7]([C:9]1[CH:14]=[CH:13][C:12]([OH:15])=[C:11]([OH:16])[CH:10]=1)=[O:8])([CH3:4])[CH3:3].[CH3:17][C:18]1([CH3:25])[CH2:21][CH:20]([C:22](Cl)=[O:23])[CH2:19]1>>[CH:2]([NH:5][CH2:6][C:7]([C:9]1[CH:14]=[CH:13][C:12]([O:15][C:22]([CH:20]2[CH2:21][C:18]([CH3:25])([CH3:17])[CH2:19]2)=[O:23])=[C:11]([OH:16])[CH:10]=1)=[O:8])([CH3:4])[CH3:3] |f:0.1|. Reported procedure: Following the procedure described above in Example 58A but using 3,4-dihydroxyphenyl isopropylaminomethyl ketone hydrochloride instead of 3,4-dihydroxyphenyl tert-butylaminomethyl ketone hydrochloride and 3,3-dimethylcyclobutanecarbonyl chloride instead of isovaleryl chloride, there is obtained 3-hydroxy-4-(3,3-dimethylcyclobutanecarbonyloxy)phenyl isopropylaminomethyl ketone; and by interaction of this base with hydrochloric acid there is obtained the hydrochloride salt. When this hydrochloride... Starting materials: C1=CC(=C(C(=C1)OO)C(=O)O)C(=O)O (Monoperoxyphthalic acid), magnesium salt hexahydrate, pure solid, CC(C)(C)C1=C(C(=CC(=C1)\C=C\C=1SC(=NN1)SC)C(C)(C)C)O ((E)-2,6-bis(1,1-dimethylethyl)-4-[2-[5-(methylthio)-1,3,4-thiadiazol-2-yl]ethenyl]-phenol), O (water). Solvent: CO (methanol). Run at time 2 hour. The product is CC(C)(C)C1=C(C(=CC(=C1)\C=C\C=1SC(=NN1)S(=O)(=O)C)C(C)(C)C)O ((E)-2,6-bis(1,1-dimethylethyl)-4-[2- [5-(methylsulfonyl)-1,3,4-thiadiazol-2-yl]ethenyl]phenol). Yield: 22.0%. RXN SMILES: C1C=C([O:7]O)C(C(O)=O)=C(C(O)=O)C=1.[CH3:15][C:16]([C:19]1[CH:24]=[C:23](/[CH:25]=[CH:26]/[C:27]2[S:28][C:29]([S:32][CH3:33])=[N:30][N:31]=2)[CH:22]=[C:21]([C:34]([CH3:37])([CH3:36])[CH3:35])[C:20]=1[OH:38])([CH3:18])[CH3:17].[OH2:39]>CO>[CH3:35][C:34]([C:21]1[CH:22]=[C:23](/[CH:25]=[CH:26]/[C:27]2[S:28][C:29]([S:32]([CH3:33])(=[O:7])=[O:39])=[N:30][N:31]=2)[CH:24]=[C:19]([C:16]([CH3:15])([CH3:17])[CH3:18])[C:20]=1[OH:38])([CH3:37])[CH3:36]. Reported procedure: Monoperoxyphthalic acid, magnesium salt hexahydrate (1.4 g of a 80% pure solid, 0.0056 mole) is added portionwise to a 0° C. solution of (E)-2,6-bis(1,1-dimethylethyl)-4-[2-[5-(methylthio)-1,3,4-thiadiazol-2-yl]ethenyl]-phenol (1.0 g, 0.0028 mole) in methanol (15 ml) and water (7 ml). After the addition is complete the solution is allowed to warm to room temperature and stir for two hours. The mixture is then warmed on a steam bath for 45 minutes before cooling and concentrating in vacuo. The re... Starting materials: ClC1=NC=CC=C1S(=O)(=O)N1CCC2(CCN(C2=O)C2=CC=C(C=C2)OC(F)(F)F)CC1 (8-(2-Chloro-pyridine-3-sulfonyl)-2-(4-trifluoromethoxy-phenyl)-2,8-diaza-spiro[4.5]decan-1-one), C(C1=CC=CC=C1)O (benzyl alcohol), [H-].[Na+] (NaH). Run in CN(C)C=O (DMF), CN(C)C=O (DMF), C(C)(=O)OCC (ethyl acetate). Run at temperature 0 celsius, time 30 minute. Product: C(C1=CC=CC=C1)OC1=NC=CC=C1S(=O)(=O)N1CCC2(CCN(C2=O)C2=CC=C(C=C2)OC(F)(F)F)CC1 (8-(2-Benzyloxy-pyridine-3-sulfonyl)-2-(4-trifluoromethoxy-phenyl)-2,8-diaza-spiro[4.5]decan-1-one). Isolated yield 89.0%. As a reaction SMILES: [H-].[Na+].[CH2:3]([OH:10])[C:4]1[CH:9]=[CH:8][CH:7]=[CH:6][CH:5]=1.Cl[C:12]1[C:17]([S:18]([N:21]2[CH2:42][CH2:41][C:24]3([C:28](=[O:29])[N:27]([C:30]4[CH:35]=[CH:34][C:33]([O:36][C:37]([F:40])([F:39])[F:38])=[CH:32][CH:31]=4)[CH2:26][CH2:25]3)[CH2:23][CH2:22]2)(=[O:20])=[O:19])=[CH:16][CH:15]=[CH:14][N:13]=1>CN(C=O)C.C(OCC)(=O)C>[CH2:3]([O:10][C:12]1[C:17]([S:18]([N:21]2[CH2:22][CH2:23][C:24]3([C:28](=[O:29])[N:27]([C:30]4[CH:31]=[CH:32][C:33]([O:36][C:37]([F:38])([F:39])[F:40])=[CH:34][CH:35]=4)[CH2:26][CH2:25]3)[CH2:41][CH2:42]2)(=[O:20])=[O:19])=[CH:16][CH:15]=[CH:14][N:13]=1)[C:4]1[CH:9]=[CH:8][CH:7]=[CH:6][CH:5]=1 |f:0.1|. Procedure details: To a suspension of NaH (12 mg, 0.31 mmol) in DMF (2 mL) at 0° C. was added benzyl alcohol (25 uL, 0.25 mmol) and the mixture was stirred for 30 min at 0° C. A solution of 8-(2-chloro-pyridine-3-sulfonyl)-2-(4-trifluoromethoxy-phenyl)-2,8-diaza-spiro[4.5]decan-1-one (described in example 188, 100 mg, 0.20 mmol) in DMF (500 uL) was added drop-wise and the reaction mixture was allowed to warm to room temperature and stirred for 16 h. The reaction mixture was diluted with ethyl acetate and washed wi... Reactants: FC(S(=O)(=O)OC=1C=2C=C(C=CC2C(CC1)(C)C)C#CC1=CC=C(C(=O)OCC)C=C1)(F)F (ethyl 4-[(5-trifluoromethylsulfonyloxy-7,8-dihydro-8,8-dimethylnaphth-3-yl)ethynyl]benzoate), FC(S(=O)(=O)OC=1C=2C=C(C=CC2C(CC1)(C)C)C#CC1=CC=C(C(=O)OCC)C=C1)(F)F (ethyl 4-[(5-trifluoromethylsulfonyloxy-7,8-dihydro-8,8-dimethylnaphth-3-yl)ethynyl]benzoate), cuprous cyanide, [Cl-].[Li+] (lithium chloride), C(C)(C)(C)[Li] (tert-butyllithium). Run in C1CCOC1 (THF). Conditions: time 15 minute. The product is CC1(CC=C(C=2C=C(C=CC12)C#CC1=CC=C(C(=O)OCC)C=C1)C(C)(C)C)C (Ethyl 4-[(7,8-dihydro-8,8-dimethyl-5-(1,1-dimethylethyl)naphth-3-yl)ethynyl]benzoate). As a reaction SMILES: [Cl-].[Li+].[C:3]([Li])([CH3:6])([CH3:5])[CH3:4].FC(F)(F)S(O[C:14]1[C:15]2[CH:16]=[C:17]([C:26]#[C:27][C:28]3[CH:38]=[CH:37][C:31]([C:32]([O:34][CH2:35][CH3:36])=[O:33])=[CH:30][CH:29]=3)[CH:18]=[CH:19][C:20]=2[C:21]([CH3:25])([CH3:24])[CH2:22][CH:23]=1)(=O)=O>C1COCC1>[CH3:4][C:3]1([CH3:6])[C:14]2[CH:23]=[CH:18][C:17]([C:26]#[C:27][C:28]3[CH:38]=[CH:37][C:31]([C:32]([O:34][CH2:35][CH3:36])=[O:33])=[CH:30][CH:29]=3)=[CH:16][C:15]=2[C:20]([C:21]([CH3:22])([CH3:24])[CH3:25])=[CH:19][CH2:5]1 |f:0.1|. Procedure details: A mixture of 35.1 mg (0.39 mmol) of cuprous cyanide and 16.6 mg (0.39 mmol) of lithium chloride was flame dried under vacuum, cooled to room temperature and dissolved in 1.5 ml of THF. This solution was cooled to -78° C. and 50.2 mg (0.46 mL, 0.784 mmol) of tert-butyllithium (1.7M solution in pentane) was added forming a clear yellow solution. The reaction mixture was stirred at -78° C. for 15 minutes and then 125.0 mg (0.26 mmol) of ethyl 4-[(5-trifluoromethylsulfonyloxy-7,8-dihydro-8,8-dimethy... Starting materials: COc1cc(NC(C)=O)c(Br)cc1C(=O)Nc1cccc2c1CCN(C)C2, CCO, [Na+], [OH-], O. Product: COc1cc(N)c(Br)cc1C(=O)Nc1cccc2c1CCN(C)C2. Reaction SMILES: [C:1](=[O:2])([CH3:3])[NH:4][c:5]1[cH:6][c:7]([O:26][CH3:27])[c:8]([C:9](=[O:10])[NH:11][c:12]2[c:13]3[c:18]([cH:19][cH:20][cH:21]2)[CH2:17][N:16]([CH3:22])[CH2:15][CH2:14]3)[cH:23][c:24]1[Br:25].[CH3:30][CH2:31][OH:32].[Na+:29].[OH-:28].[OH2:33]>>[NH2:4][c:5]1[cH:6][c:7]([O:26][CH3:27])[c:8]([C:9](=[O:10])[NH:11][c:12]2[c:13]3[c:18]([cH:19][cH:20][cH:21]2)[CH2:17][N:16]([CH3:22])[CH2:15][CH2:14]3)[cH:23][c:24]1[Br:25]. Starting materials: N1=CC=CC=C1 (pyridine), C(C)(C)OCC1CO1 (glycidyl isopropyl ether), COC=1C=C2C(=C(NC(C2=CC1)=O)C#N)C1=CC=CC=C1 (6-methoxy-1-oxo-4-phenyl-1,2-dihydroisoquinoline-3-carbonitrile). Run in CC(C)O (iPrOH). Yields the product OC(CN1C(C2=CC=C(C=C2C(=C1C#N)C1=CC=CC=C1)OC)=O)COC(C)C (2-(2-hydroxy-3-isopropoxypropyl)-6-methoxy-1-oxo-4-phenyl-1,2-dihydroisoquinoline-3-carbonitrile). As a reaction SMILES: [CH3:1][O:2][C:3]1[CH:4]=[C:5]2[C:10](=[CH:11][CH:12]=1)[C:9](=[O:13])[NH:8][C:7]([C:14]#[N:15])=[C:6]2[C:16]1[CH:21]=[CH:20][CH:19]=[CH:18][CH:17]=1.N1C=CC=CC=1.[CH:28]([O:31][CH2:32][CH:33]1[O:35][CH2:34]1)([CH3:30])[CH3:29]>CC(O)C>[OH:35][CH:33]([CH2:32][O:31][CH:28]([CH3:30])[CH3:29])[CH2:34][N:8]1[C:7]([C:14]#[N:15])=[C:6]([C:16]2[CH:21]=[CH:20][CH:19]=[CH:18][CH:17]=2)[C:5]2[C:10](=[CH:11][CH:12]=[C:3]([O:2][CH3:1])[CH:4]=2)[C:9]1=[O:13]. Procedure details: To a suspension of 97 (52 mg, 0.19 mmol) in iPrOH (3 mL) were added pyridine (0.03 mL, 0.38 mmol) and glycidyl isopropyl ether (0.047 mL, 0.38 mmol). The resulting mixture was heated to reflux overnight then cooled to room temperature. It was partitioned between EtOAc and NaHCO3. The organic phase was washed with brine, dried (Na2SO4) and concentrated. The product 98 was purified by automated flash chromatography (20-50% EA/Hex). The reactants are COC(=O)c1ccc(-c2nc3cc(C#N)cc(C(C)C)c3o2)cc1, CO, [Li+], C1CCOC1, [OH-], O. Yields the product CC(C)c1cc(C#N)cc2nc(-c3ccc(C(=O)[O-])cc3)oc12, [Li+]. Reaction SMILES: [C:1](#[N:2])[c:3]1[cH:4][c:5]([CH:22]([CH3:23])[CH3:24])[c:6]2[c:7]([n:8][c:9](-[c:11]3[cH:12][cH:13][c:14]([C:15](=[O:16])[O:17][CH3:18])[cH:19][cH:20]3)[o:10]2)[cH:21]1.[CH3:32][OH:33].[Li+:25].[O:27]1[CH2:28][CH2:29][CH2:30][CH2:31]1.[OH-:26].[OH2:34]>>[C:1](#[N:2])[c:3]1[cH:4][c:5]([CH:22]([CH3:23])[CH3:24])[c:6]2[c:7]([n:8][c:9](-[c:11]3[cH:12][cH:13][c:14]([C:15](=[O:16])[O-:17])[cH:19][cH:20]3)[o:10]2)[cH:21]1.[Li+:25]. Reactants: ClC1=CC=C(C=C1)S(=O)(=O)C1(CCC(CC1)NS(=O)(=O)N1CC(C1)=O)C1=C(C=CC(=C1)F)F (3-Oxo-azetidine-1-sulfonic acid [4-(4-chloro-benzenesulfonyl)-4-(2,5-difluoro-phenyl)-cyclohexyl]-amide), Cl.CNC (dimethylamine hydrochloride), C(#N)[BH3-].[Na+] (sodium cyanoborohydride), C(C)(=O)[O-].[Na+] (sodium acetate). The solvent is CO (methanol), C(C)(=O)OCC (Ethyl acetate). Run at time 5 minute. Yields the product ClC1=CC=C(C=C1)S(=O)(=O)C1(CCC(CC1)NS(=O)(=O)N1CC(C1)N(C)C)C1=C(C=CC(=C1)F)F (3-Dimethylamino-azetidine-1-sulfonic acid [4-(4-chloro-benzenesulfonyl)-4-(2,5-difluoro-phenyl)-cyclohexyl]-amide). Isolated yield 27.4%. As a reaction SMILES: [Cl:1][C:2]1[CH:7]=[CH:6][C:5]([S:8]([C:11]2([C:26]3[CH:31]=[C:30]([F:32])[CH:29]=[CH:28][C:27]=3[F:33])[CH2:16][CH2:15][CH:14]([NH:17][S:18]([N:21]3[CH2:24][C:23](=O)[CH2:22]3)(=[O:20])=[O:19])[CH2:13][CH2:12]2)(=[O:10])=[O:9])=[CH:4][CH:3]=1.Cl.[CH3:35][NH:36][CH3:37].C([BH3-])#N.[Na+].C([O-])(=O)C.[Na+]>CO.C(OCC)(=O)C>[Cl:1][C:2]1[CH:7]=[CH:6][C:5]([S:8]([C:11]2([C:26]3[CH:31]=[C:30]([F:32])[CH:29]=[CH:28][C:27]=3[F:33])[CH2:16][CH2:15][CH:14]([NH:17][S:18]([N:21]3[CH2:24][CH:23]([N:36]([CH3:37])[CH3:35])[CH2:22]3)(=[O:20])=[O:19])[CH2:13][CH2:12]2)(=[O:10])=[O:9])=[CH:4][CH:3]=1 |f:1.2,3.4,5.6|. Procedure details: To a stirred solution of the product from Example 185 (74 mg, 0.14 mmol.) in methanol (5 ml) was added dimethylamine hydrochloride (58 mg, 0.7 mmol.). The mixture was stirred 5 minutes, sodium cyanoborohydride (27 mg, 0.42 mmol.) and sodium acetate (34 mg, 0.4 mmol.) added, and the mixture stirred a further 18 hours at ambient temperature. Ethyl acetate (20 ml) was added and the mixture washed with 1N sodium hydroxide and brine, dried (MgSO4) and evaporated to leave a residue which was purified ...